Dataset: the Open Reaction Database (ORD), a public repository of structured organic reaction records. Task: describe an organic reaction: reactants, conditions, products, and yield The reactants are ClCCl, O=C(C=Cc1ccccc1)c1ccccc1. Product: O=C(CCc1ccccc1)c1ccccc1. Reaction SMILES: [Cl:17][CH2:18][Cl:19].[c:1]1([CH:7]=[CH:8][C:9](=[O:10])[c:11]2[cH:12][cH:13][cH:14][cH:15][cH:16]2)[cH:2][cH:3][cH:4][cH:5][cH:6]1>>[c:1]1([CH2:7][CH2:8][C:9](=[O:10])[c:11]2[cH:12][cH:13][cH:14][cH:15][cH:16]2)[cH:2][cH:3][cH:4][cH:5][cH:6]1. Product: C(CCCCC\C=C/C\C=C/CCCCC)(=O)OC(CCCCC\C=C/C\C=C/CCCCC)=O ((7Z,10Z)-hexadeca-7,10-dienoic anhydride). Reactants: C(CCCCCCC\C=C/C\C=C/CCCCC)(=O)Cl ((9Z,12Z)-octadeca-9,12-dienoyl chloride), ice, NC(C(=O)[O-])C.[NH4+] (ammonium 2-aminopropanoate), C(CCCCCCC\C=C/C\C=C/CCCCC)(=O)Cl ((9Z,12Z)-octadeca-9,12-dienoyl chloride). As a reaction SMILES: [C:1](Cl)(=[O:19])[CH2:2][CH2:3][CH2:4][CH2:5][CH2:6][CH2:7][CH2:8]/[CH:9]=[CH:10]\[CH2:11]/[CH:12]=[CH:13]\[CH2:14][CH2:15][CH2:16]CC.N[CH:22]([CH3:26])[C:23]([O-:25])=[O:24].[NH4+]>>[C:23]([O:25][C:1](=[O:19])[CH2:2][CH2:3][CH2:4][CH2:5][CH2:6]/[CH:7]=[CH:8]\[CH2:9]/[CH:10]=[CH:11]\[CH2:12][CH2:13][CH2:14][CH2:15][CH3:16])(=[O:24])[CH2:22][CH2:26][CH2:13][CH2:12][CH2:11]/[CH:10]=[CH:9]\[CH2:8]/[CH:7]=[CH:6]\[CH2:5][CH2:4][CH2:3][CH2:2][CH3:1] |f:1.2|. Procedure: Finally, in a dry 2-necked, round bottomed flask, fixed with a separatory funnel, containing 17.93 g (60 mmol) of the prepared (9Z,12Z)-octadeca-9,12-dienoyl chloride, and side arm water condenser fixed with a dry receiving flask, is placed 7.64 g (72 mmol) of ammonium 2-aminopropanoate. The round bottomed flask is placed in an ice bath and the (9Z,12Z)-octadeca-9,12-dienoyl chloride is added drop wise. After addition is completed the mixture is shaken and the ice bath is replaced by a heating m... Reactants: C/C(/C(=O)NC1=CC=CC=C1)=C\SC1=CC=CC=C1 ((E)-2-methyl-N-phenyl-3-(phenylthio)-2-propenamide), S(=O)(Cl)Cl (thionyl chloride), CN(C)C=O (DMF). The solvent is C1(=CC=CC=C1)C (toluene). Reaction conditions: time 5 minute. The product is CC(C(=NC1=CC=CC=C1)SCCCCCC)=CSC1=CC=CC=C1 (n-hexyl 2-methyl-N-phenyl-3-(phenylthio)-2-propenimidothioate). Isolated yield 12.0%. As a reaction SMILES: [CH3:1]/[C:2](=[CH:12]\[S:13][C:14]1[CH:19]=[CH:18][CH:17]=[CH:16][CH:15]=1)/[C:3]([NH:5][C:6]1[CH:11]=[CH:10][CH:9]=[CH:8][CH:7]=1)=O.S(Cl)(Cl)=O.CN(C=O)C>C1(C)C=CC=CC=1>[CH3:1][C:2](=[CH:12][S:13][C:14]1[CH:19]=[CH:18][CH:17]=[CH:16][CH:15]=1)[C:3]([S:13][CH2:14][CH2:15][CH2:16][CH2:17][CH2:18][CH3:19])=[N:5][C:6]1[CH:11]=[CH:10][CH:9]=[CH:8][CH:7]=1. Procedure: A suspension of 1.0 g (3.71 mmol) of (E)-2-methyl-N-phenyl-3-(phenylthio)-2-propenamide, 0.81 ml of thionyl chloride, and 10 mg of DMF in 10 ml of toluene was refluxed for 1 hour and then concentrated under vacuum. The residue was dissolved in 5 ml of DMF and cooled in ice bath. To a solution of 241 mg of n-hexylthiol in 5 ml of DMF was added 90 mg of sodium hydride (60% in oil) under ice cooling and stirred for 5 minutes. The mixture was added portionwise to the above-described DMF solution of ... Reactants: CC#N, CC(ON1CCNC1=Nc1c(Cl)cccc1Cl)c1cccnc1, Cl, Cl, C1COCCO1. The product is CC(Cl)c1cccnc1, ON1CCNC1=Nc1c(Cl)cccc1Cl. RXN SMILES: [C:32](#[N:33])[CH3:34].[Cl:3][c:4]1[c:5]([N:11]=[C:12]2[N:13]([O:17][CH:18]([CH3:19])[c:20]3[cH:21][n:22][cH:23][cH:24][cH:25]3)[CH2:14][CH2:15][NH:16]2)[c:6]([Cl:10])[cH:7][cH:8][cH:9]1.[ClH:1].[ClH:2].[O:26]1[CH2:27][CH2:28][O:29][CH2:30][CH2:31]1>>[Cl:1][CH:18]([CH3:19])[c:20]1[cH:21][n:22][cH:23][cH:24][cH:25]1.[Cl:3][c:4]1[c:5]([N:11]=[C:12]2[N:13]([OH:17])[CH2:14][CH2:15][NH:16]2)[c:6]([Cl:10])[cH:7][cH:8][cH:9]1. Reactants: C(#N)C1CCN(CC1)CC1(CCOCC1)C(=O)OC(C)(C)C (tert-butyl 4-[(4-cyanopiperidin-1-yl)methyl]tetrahydro-2H-pyran-4-carboxylate). Reagents/catalysts: [Ni] (Ni). The solvent is CO (methanol). Product: NCC1CCN(CC1)CC1(CCOCC1)C(=O)OC(C)(C)C (tert-butyl 4-{[4-(aminomethyl)piperidin-1-yl]methyl}tetrahydro-2H-pyran-4-carboxylate). The yield is 97.9%. Reaction SMILES: [C:1]([CH:3]1[CH2:8][CH2:7][N:6]([CH2:9][C:10]2([C:16]([O:18][C:19]([CH3:22])([CH3:21])[CH3:20])=[O:17])[CH2:15][CH2:14][O:13][CH2:12][CH2:11]2)[CH2:5][CH2:4]1)#[N:2]>CO.[Ni]>[NH2:2][CH2:1][CH:3]1[CH2:8][CH2:7][N:6]([CH2:9][C:10]2([C:16]([O:18][C:19]([CH3:22])([CH3:21])[CH3:20])=[O:17])[CH2:15][CH2:14][O:13][CH2:12][CH2:11]2)[CH2:5][CH2:4]1. Reported procedure: A mixture of tert-butyl 4-[(4-cyanopiperidin-1-yl)methyl]tetrahydro-2H-pyran-4-carboxylate (5.76 g, 0.0187 mol, step 4) and Raney Ni (3.00 g) in methanol (100 mL) was hydrogenated (3 atm) at room temperature for 12 h. Then, the mixture was filtered through a pad of Celite, and the filtrate was concentrated in vacuo to give 5.72 g (98%) of the title compound as a yellow syrup. The reactants are O=C([O-])[O-], COc1cc2[nH]ccc(=O)c2cc1OC, CC#N, CCOC(C)=O, ClC(Cl)Cl, [Cs+], [Cs+], O=[N+]([O-])c1ccc(F)c(F)c1, CN(C)C=O, O. Reaction SMILES: [C:16](=[O:17])([O-:18])[O-:19].[CH3:1][O:2][c:3]1[cH:4][c:5]2[c:6](=[O:15])[cH:7][cH:8][nH:9][c:10]2[cH:11][c:12]1[O:13][CH3:14].[CH3:39][C:40]#[N:41].[CH3:46][CH2:47][O:48][C:49]([CH3:50])=[O:51].[Cl:42][CH:43]([Cl:44])[Cl:45].[Cs+:20].[Cs+:21].[F:22][c:23]1[cH:24][c:25]([N+:30](=[O:31])[O-:32])[cH:26][cH:27][c:28]1[F:29].[O:34]=[CH:35][N:36]([CH3:37])[CH3:38].[OH2:33]>>[CH3:1][O:2][c:3]1[cH:4][c:5]2[c:6]([O:15][c:28]3[c:23]([F:22])[cH:24][c:25]([N+:30](=[O:31])[O-:32])[cH:26][cH:27]3)[cH:7][cH:8][n:9][c:10]2[cH:11][c:12]1[O:13][CH3:14]. Product: COc1cc2nccc(Oc3ccc([N+](=O)[O-])cc3F)c2cc1OC.